Dataset: the Open Reaction Database (ORD), a public repository of structured organic reaction records. Task: describe an organic reaction: reactants, conditions, products, and yield Reactants: O=Cc1ccc(Cl)cc1, ClCCl, Cl, [Na+], [OH-], O=S(=O)(c1ccccc1)C(F)F. Yields the product O=S(=O)(c1ccccc1)C(F)(F)C(O)c1ccc(Cl)cc1. Reaction SMILES: [Cl:13][c:14]1[cH:15][cH:16][c:17]([CH:18]=[O:19])[cH:20][cH:21]1.[Cl:22][CH2:23][Cl:24].[ClH:27].[Na+:26].[OH-:25].[c:1]1([S:7](=[O:8])(=[O:9])[CH:10]([F:11])[F:12])[cH:2][cH:3][cH:4][cH:5][cH:6]1>>[c:1]1([S:7](=[O:8])(=[O:9])[C:10]([F:11])([F:12])[CH:18]([c:17]2[cH:16][cH:15][c:14]([Cl:13])[cH:21][cH:20]2)[OH:19])[cH:2][cH:3][cH:4][cH:5][cH:6]1. Starting materials: ClCCl, CCN(CC)CCN(CC)CC, Cl[SiH](Cl)Cl. The product is CCN(CC)CCN(CC)CC, Cl[SiH2]Cl. As a reaction SMILES: [CH2:17]([Cl:18])[Cl:19].[CH2:5]([CH3:6])[N:7]([CH2:8][CH2:9][N:10]([CH2:11][CH3:12])[CH2:13][CH3:14])[CH2:15][CH3:16].[Cl:1][SiH:2]([Cl:3])[Cl:4]>>[CH2:5]([CH3:6])[N:7]([CH2:8][CH2:9][N:10]([CH2:11][CH3:12])[CH2:13][CH3:14])[CH2:15][CH3:16].[Cl:1][SiH2:2][Cl:3]. Starting materials: CC(=O)O, CC1C(O)C(F)(F)C(=O)N1c1cccc(Cl)c1, O=C1CCC(=O)N1I, O=S(=O)(O)O. Yields the product CC1C(O)C(F)(F)C(=O)N1c1ccc(I)c(Cl)c1. As a reaction SMILES: [CH3:31][C:32](=[O:33])[OH:34].[Cl:1][c:2]1[cH:3][c:4]([N:8]2[C:9](=[O:17])[C:10]([F:15])([F:16])[CH:11]([OH:14])[CH:12]2[CH3:13])[cH:5][cH:6][cH:7]1.[I:18][N:19]1[C:20](=[O:21])[CH2:22][CH2:23][C:24]1=[O:25].[S:26](=[O:27])(=[O:28])([OH:29])[OH:30]>>[Cl:1][c:2]1[cH:3][c:4]([N:8]2[C:9](=[O:17])[C:10]([F:15])([F:16])[CH:11]([OH:14])[CH:12]2[CH3:13])[cH:5][cH:6][c:7]1[I:18]. The reactants are C(=C)Cl (vinyl chloride), C(C)(=O)OC=C (vinyl acetate), C(\C=C/C(=O)O)(=O)O (maleic acid), C(=O)(OCC(CCCC)CC)OOC(=O)OCC(CCCC)CC (di(2-ethylhexyl) peroxydicarbonate), polyvinyl alcohol, C(=C)Cl (vinyl chloride). Solvent: CO (methanol). The product is C(C)(=O)OC=C.C(=C)Cl.C(\C=C/C(=O)O)(=O)O (vinyl chloride-vinyl acetate maleic acid). RXN SMILES: [CH:1]([Cl:3])=[CH2:2].[C:4]([O:7][CH:8]=[CH2:9])(=[O:6])[CH3:5].[C:10]([OH:17])(=[O:16])/[CH:11]=[CH:12]\[C:13]([OH:15])=[O:14].C(OOC(OCC(CC)CCCC)=O)(OCC(CC)CCCC)=O>CO>[C:4]([O:7][CH:8]=[CH2:9])(=[O:6])[CH3:5].[CH:1]([Cl:3])=[CH2:2].[C:10]([OH:17])(=[O:16])/[CH:11]=[CH:12]\[C:13]([OH:15])=[O:14] |f:5.6.7|. Reported procedure: An autoclave equipped with a stirrer was charged with methanol, vinyl chloride, vinyl acetate, maleic acid, di(2-ethylhexyl) peroxydicarbonate and partially saponified polyvinyl alcohol, and the temperature was elevated to 60° C. with stirring under an atmosphere of nitrogen gas to initiate the reaction, followed by further continuous injection of vinyl chloride to conduct the copolymerization reaction. After release of the residual pressure of the autoclave and cooling, a copolymer slurry was t... The reactants are C(C(=O)O)(=O)O.C1(=CC=CC=C1)C(=C1CCN(CC1)CCCOC1=CC=CC=C1)C1=CC=CC=C1 (4-(Diphenylmethylene)-1-(3-phenoxypropyl)piperidine oxalate), FC1=CC=C(C=C1)C(O)(C1CCNCC1)C1=CC=C(C=C1)F ([α,α-bis(4 -fluorophenyl)]-4-piperidinemethanol), ClCCCOC1=CC(=CC=C1)C (1-chloro-3-(3-methylphenoxy)propane), C([O-])([O-])=O.[Na+].[Na+] (sodium carbonate), [I-].[K+] (potassium iodide). The solvent is CC(C)O (2-propanol), C(CCC)O (1-butanol). Product: FC1=CC=C(C=C1)C(O)(C1CCN(CC1)CCCOC1=CC(=CC=C1)C)C1=CC=C(C=C1)F (α,α-Bis(4-fluorophenyl)-1-[3-(3-methylphenoxy)propyl]-4-piperidinemethanol). The yield is 62.0%. As a reaction SMILES: C(O)(=O)C(O)=O.C1(C(C2C=CC=CC=2)=C2CCN(CCCOC3C=CC=CC=3)CC2)C=CC=CC=1.[F:36][C:37]1[CH:42]=[CH:41][C:40]([C:43]([C:51]2[CH:56]=[CH:55][C:54]([F:57])=[CH:53][CH:52]=2)([CH:45]2[CH2:50][CH2:49][NH:48][CH2:47][CH2:46]2)[OH:44])=[CH:39][CH:38]=1.Cl[CH2:59][CH2:60][CH2:61][O:62][C:63]1[CH:68]=[CH:67][CH:66]=[C:65]([CH3:69])[CH:64]=1.C(=O)([O-])[O-].[Na+].[Na+].[I-].[K+]>C(O)CCC.CC(O)C>[F:36][C:37]1[CH:42]=[CH:41][C:40]([C:43]([C:51]2[CH:52]=[CH:53][C:54]([F:57])=[CH:55][CH:56]=2)([CH:45]2[CH2:46][CH2:47][N:48]([CH2:59][CH2:60][CH2:61][O:62][C:63]3[CH:68]=[CH:67][CH:66]=[C:65]([CH3:69])[CH:64]=3)[CH2:49][CH2:50]2)[OH:44])=[CH:39][CH:38]=1 |f:0.1,4.5.6,7.8|. Reported procedure: This compound was prepared according to the procedure used to synthesize the compound of Example 1. A mixture of 3.0 g (0.01 mole) of [α,α-bis(4 -fluorophenyl)]-4-piperidinemethanol, 1.8 g (0.01 mole) of 1-chloro-3-(3-methylphenoxy)propane, 3.7 g (0.035 mole) of anhydrous sodium carbonate and 0.4 g of potassium iodide in 100 ml of 1-butanol gave 2.8 g (62%) of the title compound as a white solid, mp 112.5°-114° C. (2-propanol). Reactants: CSSC (dimethyl disulfide), [Li]CCCC (n-BuLi), CCCCCC (hexane), BrC1=CC=C2C(=N1)NC(=C2C)C (6-bromo-2,3-dimethyl-pyrrolo [2,3-b]pyridine). Run in C1CCOC1 (THF), O (H2O). Conditions: time 5 minute. The product is CC1=C(C=2C(=NC(=CC2)SC)N1)C (2,3-dimethyl-6-methylthio-pyrrolo[2,3-b]pyridine). The yield is 83.2%. RXN SMILES: Br[C:2]1[N:7]=[C:6]2[NH:8][C:9]([CH3:12])=[C:10]([CH3:11])[C:5]2=[CH:4][CH:3]=1.[Li]CCCC.CCCCCC.[CH3:24][S:25]SC>C1COCC1.O>[CH3:12][C:9]1[NH:8][C:6]2=[N:7][C:2]([S:25][CH3:24])=[CH:3][CH:4]=[C:5]2[C:10]=1[CH3:11]. Procedure: A deaerated solution of 6-bromo-2,3-dimethyl-pyrrolo [2,3-b]pyridine (225 mg, 1.0 mmol) in 25 ml dry THF was cooled to -78° C. and treated with 1.6M n-BuLi in hexane (1,5 ml, 2.4 mmol). The reaction mixture was brought to 0° C. and the lithiate trapped with dimethyl disulfide (444 μl, 5 mmol). After reacting for 5 min 1.5 ml H2O was added and the THF evaporated. The residue was taken up in 100 ml CH2Cl2 and washed with 50 ml 5% NaHCO3, 50 ml 2M HCl (reextracted twice with 25 ml CH2Cl2), and 50 m... The reactants are N[C@@H](CCC)C(=O)O (L-Norvaline), C(C)(=O)Cl (acetyl chloride). The solvent is CO (methanol). Conditions: time 18 hour. Product: Cl.N[C@@H](CCC)C(=O)OC (Methyl L-norvalinate Hydrochloride). As a reaction SMILES: [NH2:1][C@H:2]([C:6]([OH:8])=[O:7])[CH2:3][CH2:4][CH3:5].[C:9]([Cl:12])(=O)C>CO>[ClH:12].[NH2:1][C@H:2]([C:6]([O:8][CH3:9])=[O:7])[CH2:3][CH2:4][CH3:5] |f:3.4|. Reported procedure: L-Norvaline (0.82 g, 6.98 mmol) was added to a solution of acetyl chloride (0.60 mL, 8.44 mmol) in methanol (10 mL). The reaction mixture was allowed to stir for 18 h and then concentrated under reduced pressure. 1H NMR (400 MHz, CD3OD) δ 1.0 (t, 3H), 1.35-1.50 (m, 2H), 1.80-2.00 (m, 2H), 3.82 (s, 3H).